From a dataset of the Open Reaction Database (ORD), a public repository of structured organic reaction records. describe an organic reaction: reactants, conditions, products, and yield The reactants are COC=1C=CC2=C(C(OC(N2)=O)=O)C1 (6-methoxy-2H-3,1-benzoxazine-2,4(1H)-dione), [OH-].[NH4+] (ammonium hydroxide). The solvent is C(C)(=O)OCC (ethyl acetate). Yields the product NC1=C(C(=O)N)C=C(C=C1)OC (2-amino-5-(methyloxy)benzamide). Isolated yield 53.0%. As a reaction SMILES: [CH3:1][O:2][C:3]1[CH:4]=[CH:5][C:6]2[NH:11]C(=O)[O:9][C:8](=O)[C:7]=2[CH:14]=1.[OH-].[NH4+:16]>C(OCC)(=O)C>[NH2:11][C:6]1[CH:5]=[CH:4][C:3]([O:2][CH3:1])=[CH:14][C:7]=1[C:8]([NH2:16])=[O:9] |f:1.2|. Procedure: 6-methoxy-2H-3,1-benzoxazine-2,4(1H)-dione (3.0 g, 16 mmol, Trans World Chemicals) was treated directly with 27% aqueous ammonium hydroxide. After one hour the organic phase was diluted with ethyl acetate, washed twice with aqueous sodium bicarbonate and saturated aqueous sodium chloride, and dried over sodium sulfate. Filtration and removal of the residual solvent gave 2-amino-5-(methyloxy)benzamide as a white solid (1.42 g, 53% Yield);. 1H NMR (400 MHz, DMSO-d6) δ ppm 3.63 (s, 3 H), 6.07 (s, 2... Reactants: BrC=1C=C2C(=C(C=NC2=CC1)C(=O)C1CC1)N[C@@H]1CC[C@H](CC1)NC(OC(C)(C)C)=O (tert-butyl trans-4-[6-bromo-3-(cyclopropanecarbonyl)quinolin-4-ylamino]cyclohexylcarbamate), ClC1=C(C(=CC(=C1)B1OC(C(O1)(C)C)(C)C)Cl)O (2,6-dichloro-4-(4,4,5,5-tetramethyl-1,3,2-dioxaborolan-2-yl)phenol). The product is C1(CC1)C(=O)C=1C=NC2=CC=C(C=C2C1N[C@@H]1CC[C@H](CC1)NC(OC(C)(C)C)=O)C1=CC(=C(C(=C1)Cl)O)Cl (tert-Butyl trans-4-[3-(cyclopropanecarbonyl)-6-(3,5-dichloro-4-hydroxyphenyl)quinolin-4-ylamino]cyclohexylcarbamate). Yield: 49.8%. Reaction SMILES: Br[C:2]1[CH:3]=[C:4]2[C:9](=[CH:10][CH:11]=1)[N:8]=[CH:7][C:6]([C:12]([CH:14]1[CH2:16][CH2:15]1)=[O:13])=[C:5]2[NH:17][C@H:18]1[CH2:23][CH2:22][C@H:21]([NH:24][C:25](=[O:31])[O:26][C:27]([CH3:30])([CH3:29])[CH3:28])[CH2:20][CH2:19]1.[Cl:32][C:33]1[CH:38]=[C:37](B2OC(C)(C)C(C)(C)O2)[CH:36]=[C:35]([Cl:48])[C:34]=1[OH:49]>>[CH:14]1([C:12]([C:6]2[CH:7]=[N:8][C:9]3[C:4]([C:5]=2[NH:17][C@H:18]2[CH2:19][CH2:20][C@H:21]([NH:24][C:25](=[O:31])[O:26][C:27]([CH3:28])([CH3:29])[CH3:30])[CH2:22][CH2:23]2)=[CH:3][C:2]([C:37]2[CH:38]=[C:33]([Cl:32])[C:34]([OH:49])=[C:35]([Cl:48])[CH:36]=2)=[CH:11][CH:10]=3)=[O:13])[CH2:15][CH2:16]1. Procedure: Following general procedure D, tert-butyl trans-4-[6-bromo-3-(cyclopropanecarbonyl)quinolin-4-ylamino]cyclohexylcarbamate (43 mg, 0.088 mmol) was reacted with 2,6-dichloro-4-(4,4,5,5-tetramethyl-1,3,2-dioxaborolan-2-yl)phenol (38 mg, 0.132 mmol) to afford the desired product (25 mg, 51%) as an off-white solid: ESI MS m/z 570 [C30H33C12N3O4+H]+. Product: CC(C)c1cc(C#N)cc2nc(-c3ccc(NC(=O)CBr)cn3)oc12. Starting materials: O=C(Br)CBr, CCN(C(C)C)C(C)C, ClCCl, CC(C)c1cc(C#N)cc2nc(-c3ccc(N)cn3)oc12. Reaction SMILES: [Br:31][CH2:32][C:33](=[O:34])[Br:35].[CH:22]([N:23]([CH2:24][CH3:25])[CH:26]([CH3:27])[CH3:28])([CH3:29])[CH3:30].[Cl:36][CH2:37][Cl:38].[NH2:1][c:2]1[cH:3][cH:4][c:5](-[c:8]2[o:9][c:10]3[c:11]([n:12]2)[cH:13][c:14]([C:20]#[N:21])[cH:15][c:16]3[CH:17]([CH3:18])[CH3:19])[n:6][cH:7]1>>[NH:1]([c:2]1[cH:3][cH:4][c:5](-[c:8]2[o:9][c:10]3[c:11]([n:12]2)[cH:13][c:14]([C:20]#[N:21])[cH:15][c:16]3[CH:17]([CH3:18])[CH3:19])[n:6][cH:7]1)[C:33]([CH2:32][Br:31])=[O:34]. The reactants are C(C)O (ethanol), Cl (hydrochloric acid), C(C)(=O)O[BH-](OC(C)=O)OC(C)=O.[Na+] (Sodium triacetoxyborohydride), C(C)(C)(C)C=1C=C(C(=C(C=O)C1)O)C=1C=NC(=CC1)C(F)(F)F (5-(tert-butyl)-2-hydroxy-3-(6-(trifluoromethyl)pyridin-3-yl)benzaldehyde), CN1CCNCC1 (1-methyl piperazine). Solvent: O1CCCC1 (tetrahydrofuran). Reaction conditions: time 16 hour. Yields the product Cl.Cl.C(C)(C)(C)C1=CC(=C(C(=C1)C=1C=NC(=CC1)C(F)(F)F)O)CN1CCN(CC1)C (4-(tert-butyl)-2-((4-methylpiperazin-1-yl)methyl)-6-(6-(trifluoromethyl)pyridin-3-yl)phenol dihydrochloride). The yield is 53.0%. Reaction SMILES: C(O[BH-](OC(=O)C)OC(=O)C)(=O)C.[Na+].[C:15]([C:19]1[CH:20]=[C:21]([C:28]2[CH:29]=[N:30][C:31]([C:34]([F:37])([F:36])[F:35])=[CH:32][CH:33]=2)[C:22]([OH:27])=[C:23]([CH:26]=1)[CH:24]=O)([CH3:18])([CH3:17])[CH3:16].[CH3:38][N:39]1[CH2:44][CH2:43][NH:42][CH2:41][CH2:40]1.C(O)C.[ClH:48]>O1CCCC1>[ClH:48].[ClH:48].[C:15]([C:19]1[CH:20]=[C:21]([C:28]2[CH:29]=[N:30][C:31]([C:34]([F:36])([F:37])[F:35])=[CH:32][CH:33]=2)[C:22]([OH:27])=[C:23]([CH2:24][N:42]2[CH2:43][CH2:44][N:39]([CH3:38])[CH2:40][CH2:41]2)[CH:26]=1)([CH3:16])([CH3:18])[CH3:17] |f:0.1,7.8.9|. Procedure: Sodium triacetoxyborohydride (0.30 g, 1.4 mmol) was added to a solution of 5-(tert-butyl)-2-hydroxy-3-(6-(trifluoromethyl)pyridin-3-yl)benzaldehyde (0.35 g, 1.1 mmol) and 1-methyl piperazine (0.14 mL, 1.3 mmol) in tetrahydrofuran (10 mL). The reaction mixture was stirred at room temperature under nitrogen for 16 hours. The reaction was partitioned between ethyl acetate (25 mL) and saturated aqueous sodium bicarbonate solution (25 mL). The organic phase was dried with sodium sulfate, filtered and...